Dataset: the Open Reaction Database (ORD), a public repository of structured organic reaction records. Task: describe an organic reaction: reactants, conditions, products, and yield The reactants are NC=1C=C(C(=O)O)C=C(C1C1=CC=CC=C1)S(N)(=O)=O (3-amino-4-phenyl-5-sulfamylbenzoic acid), C(CCC)I (n-butyl iodide), O (water). Solvent: C(CCC)O (n-butanol). Product: C(CCC)NC=1C=C(C(=O)OCCCC)C=C(C1C1=CC=CC=C1)S(N)(=O)=O (n-butyl 3-n-butylamino-4-phenyl-5-sulfamylbenzoate). Reaction SMILES: [NH2:1][C:2]1[CH:3]=[C:4]([CH:8]=[C:9]([S:17](=[O:20])(=[O:19])[NH2:18])[C:10]=1[C:11]1[CH:16]=[CH:15][CH:14]=[CH:13][CH:12]=1)[C:5]([OH:7])=[O:6].[CH2:21](I)[CH2:22][CH2:23][CH3:24].O>C(O)CCC>[CH2:21]([NH:1][C:2]1[CH:3]=[C:4]([CH:8]=[C:9]([S:17](=[O:20])(=[O:19])[NH2:18])[C:10]=1[C:11]1[CH:16]=[CH:15][CH:14]=[CH:13][CH:12]=1)[C:5]([O:7][CH2:3][CH2:2][CH2:10][CH3:9])=[O:6])[CH2:22][CH2:23][CH3:24]. Procedure: A solution of 3-amino-4-phenyl-5-sulfamylbenzoic acid (1.46 g) and n-butyl iodide (1.5 ml) in n-butanol (20 ml) is refluxed for 3-4 days under such conditions, that the water formed during the reaction is separated. After 12, 24, 36 and 48 hours, additional amounts of n-butyl iodide (each time 0.75 ml) are added. The resulting solution is evaporated in vacuo, and the obtained crude n-butyl 3-n-butylamino-4-phenyl-5-sulfamylbenzoate is saponified by heating with 2 N sodium hydroxide (20 ml) for 3... The reactants are BrC=1C(=C(SC1C)C(=O)OC(C)C)SC(C)C (1-Methylethyl 4-bromo-5-methyl-3-[(1-methylethyl)thio]-2-thiophenecarboxylate), ice water. Solvent: CO (methanol), [OH-].[Na+] (sodium hydroxide). The product is BrC=1C(=C(SC1C)C(=O)O)SC(C)C (4-Bromo-5-methyl-3-[(1-methylethyl)thio]-2-thiophenecarboxylic acid). Isolated yield 86.2%. As a reaction SMILES: [Br:1][C:2]1[C:3]([S:14][CH:15]([CH3:17])[CH3:16])=[C:4]([C:8]([O:10]C(C)C)=[O:9])[S:5][C:6]=1[CH3:7]>CO.[OH-].[Na+]>[Br:1][C:2]1[C:3]([S:14][CH:15]([CH3:17])[CH3:16])=[C:4]([C:8]([OH:10])=[O:9])[S:5][C:6]=1[CH3:7] |f:2.3|. Reported procedure: 1-Methylethyl 4-bromo-5-methyl-3-[(1-methylethyl)thio]-2-thiophenecarboxylate (11.1 g, 33 mmoles) is stirred under argon in a mixture of methanol (10 mL) and 1N sodium hydroxide (70 mL), and heated under reflux. After 4.5 hours the mixture is cooled, stirred into ice water (300 mL) and extracted twice with ether (50 mL). The aqueous layer is acidified with concentrated HCl and the precipitate is filtered off, rinsed with water and dried to afford the product (8.4 g); mp 132°-134° C. The reactants are CO, [H][H], CC(C)(C)OC(=O)N1CC2CCC(C1)N2c1ccc([N+](=O)[O-])nc1, [Pd]. Product: CC(C)(C)OC(=O)N1CC2CCC(C1)N2c1ccc(N)nc1. As a reaction SMILES: [CH3:27][OH:28].[H:25][H:26].[N+:1]([O-:2])(=[O:3])[c:4]1[cH:5][cH:6][c:7]([N:10]2[CH:11]3[CH2:12][N:13]([C:18](=[O:19])[O:20][C:21]([CH3:22])([CH3:23])[CH3:24])[CH2:14][CH:15]2[CH2:16][CH2:17]3)[cH:8][n:9]1.[Pd:29]>>[NH2:1][c:4]1[cH:5][cH:6][c:7]([N:10]2[CH:11]3[CH2:12][N:13]([C:18](=[O:19])[O:20][C:21]([CH3:22])([CH3:23])[CH3:24])[CH2:14][CH:15]2[CH2:16][CH2:17]3)[cH:8][n:9]1. Reactants: O=C([O-])[O-], CCCC[N+](CCCC)(CCCC)CCCC, COC(=O)CCCCCCCBr, [H-], [I-], [K+], [K+], [Na+], CN(C)C=O, c1ccc(-c2ncc[nH]2)cc1. The product is COC(=O)CCCCCCCn1ccnc1-c1ccccc1. As a reaction SMILES: [C:26](=[O:27])([O-:28])[O-:29].[CH2:33]([N+:34]([CH2:35][CH2:36][CH2:37][CH3:38])([CH2:39][CH2:40][CH2:41][CH3:42])[CH2:43][CH2:44][CH2:45][CH3:46])[CH2:47][CH2:48][CH3:49].[CH3:14][O:15][C:16]([CH2:17][CH2:18][CH2:19][CH2:20][CH2:21][CH2:22][CH2:23][Br:24])=[O:25].[H-:1].[I-:32].[K+:30].[K+:31].[Na+:2].[O:50]=[CH:51][N:52]([CH3:53])[CH3:54].[c:3]1(-[c:9]2[nH:10][cH:11][cH:12][n:13]2)[cH:4][cH:5][cH:6][cH:7][cH:8]1>>[c:3]1(-[c:9]2[n:10][cH:11][cH:12][n:13]2[CH2:23][CH2:22][CH2:21][CH2:20][CH2:19][CH2:18][CH2:17][C:16]([O:15][CH3:14])=[O:25])[cH:4][cH:5][cH:6][cH:7][cH:8]1. The reactants are C(C)OC(CCCOC1=C(C(=CC=C1)CCCCCCOC1=CC(=CC(=C1)OCC)Br)CCC(=O)OCC)=O (4-[3-[6-(3-bromo-5-ethoxy-phenoxy)-hexyl]-2-(2-ethoxycarbonyl-ethyl)-phenoxy]-butyric acid ethyl ester), N1CCC2=CC(=CC=C12)B(O)O (5-indolineboronic acid), C([O-])([O-])=O.[Cs+].[Cs+] (cesium carbonate). The reagents and catalysts are C1=CC=C(C=C1)P([C-]2C=CC=C2)C3=CC=CC=C3.C1=CC=C(C=C1)P([C-]2C=CC=C2)C3=CC=CC=C3.Cl[Pd]Cl.[Fe+2] ([1,1′-bis(diphenylphosphino)ferrocene]dichloropalladium(II)). Product: C(C)OC(CCCOC1=C(C(=CC=C1)CCCCCCOC1=CC(=CC(=C1)C=1C=C2C=CNC2=CC1)OCC)CCC(=O)OCC)=O (4-[2-(2-ethoxycarbonyl-ethyl)-3-{6-[3-ethoxy-5-(1H-indol-5-yl)-phenoxy]-hexyl}-phenoxy]-butyric acid ethyl ester). Yield: 7.8%. RXN SMILES: [CH2:1]([O:3][C:4](=[O:39])[CH2:5][CH2:6][CH2:7][O:8][C:9]1[CH:14]=[CH:13][CH:12]=[C:11]([CH2:15][CH2:16][CH2:17][CH2:18][CH2:19][CH2:20][O:21][C:22]2[CH:27]=[C:26]([O:28][CH2:29][CH3:30])[CH:25]=[C:24](Br)[CH:23]=2)[C:10]=1[CH2:32][CH2:33][C:34]([O:36][CH2:37][CH3:38])=[O:35])[CH3:2].[NH:40]1[C:48]2[C:43](=[CH:44][C:45](B(O)O)=[CH:46][CH:47]=2)[CH2:42][CH2:41]1.C(=O)([O-])[O-].[Cs+].[Cs+]>C1C=CC(P(C2C=CC=CC=2)[C-]2C=CC=C2)=CC=1.C1C=CC(P(C2C=CC=CC=2)[C-]2C=CC=C2)=CC=1.Cl[Pd]Cl.[Fe+2]>[CH2:1]([O:3][C:4](=[O:39])[CH2:5][CH2:6][CH2:7][O:8][C:9]1[CH:14]=[CH:13][CH:12]=[C:11]([CH2:15][CH2:16][CH2:17][CH2:18][CH2:19][CH2:20][O:21][C:22]2[CH:23]=[C:24]([C:45]3[CH:44]=[C:43]4[C:48](=[CH:47][CH:46]=3)[NH:40][CH:41]=[CH:42]4)[CH:25]=[C:26]([O:28][CH2:29][CH3:30])[CH:27]=2)[C:10]=1[CH2:32][CH2:33][C:34]([O:36][CH2:37][CH3:38])=[O:35])[CH3:2] |f:2.3.4,5.6.7.8|. Procedure: A similar procedure as described in Example 44, step 3 was used, starting from 4-[3-[6-(3-bromo-5-ethoxy-phenoxy)-hexyl]-2-(2-ethoxycarbonyl-ethyl)-phenoxy]-butyric acid ethyl ester (305 mg, 0.5 mmol), 5-indolineboronic acid (170 mg, 1.0 mmol), [1,1′-bis(diphenylphosphino)ferrocene]dichloropalladium(II) (55 mg, 0.075 mmol), and cesium carbonate (331 mg, 1.0 mmol) to obtain 4-[2-(2-ethoxycarbonyl-ethyl)-3-{6-[3-ethoxy-5-(1H-indol-5-yl)-phenoxy]-hexyl}-phenoxy]-butyric acid ethyl ester (25 mg, 8%)... Reactants: ClC(Cl)Cl, CCC(Cl)C(=O)Cl, O=C(OO)c1cccc(Cl)c1, [Na+], [Na+], O=C([O-])[O-], O. The product is CCC(Cl)C(=O)OOC(=O)c1cccc(Cl)c1. As a reaction SMILES: [CH:26]([Cl:27])([Cl:28])[Cl:29].[Cl:19][CH:20]([C:21](=[O:22])[Cl:23])[CH2:24][CH3:25].[Cl:8][c:9]1[cH:10][c:11]([C:15](=[O:16])[O:17][OH:18])[cH:12][cH:13][cH:14]1.[Na+:1].[Na+:2].[O-:3][C:4](=[O:5])[O-:6].[OH2:7]>>[Cl:8][c:9]1[cH:10][c:11]([C:15](=[O:16])[O:17][O:18][C:21]([CH:20]([Cl:19])[CH2:24][CH3:25])=[O:22])[cH:12][cH:13][cH:14]1. Starting materials: C(C)(C)(C)OC(=O)N1[C@@H](CN([C@H](C1)CCl)CC1=CC=CC=C1)C ((2R,5R)-4-benzyl-5-chloromethyl-2-methyl-piperazine-1-carboxylic acid tert-butyl ester), F[C@H]1CNCC1 ((R)-3-fluoro-pyrrolidine). Yields the product C(C)(C)(C)OC(=O)N1[C@@H](CN([C@H](C1)CN1C[C@@H](CC1)F)CC1=CC=CC=C1)C ((2R,5S)-4-Benzyl-5-((R)-3-fluoro-pyrrolidin-1-ylmethyl)-2-methyl-piperazine-1-carboxylic acid tert-butyl ester). Reaction SMILES: [C:1]([O:5][C:6]([N:8]1[CH2:13][C@H:12]([CH2:14]Cl)[N:11]([CH2:16][C:17]2[CH:22]=[CH:21][CH:20]=[CH:19][CH:18]=2)[CH2:10][C@H:9]1[CH3:23])=[O:7])([CH3:4])([CH3:3])[CH3:2].[F:24][C@@H:25]1[CH2:29][CH2:28][NH:27][CH2:26]1>>[C:1]([O:5][C:6]([N:8]1[CH2:13][C@H:12]([CH2:14][N:27]2[CH2:28][CH2:29][C@@H:25]([F:24])[CH2:26]2)[N:11]([CH2:16][C:17]2[CH:22]=[CH:21][CH:20]=[CH:19][CH:18]=2)[CH2:10][C@H:9]1[CH3:23])=[O:7])([CH3:4])([CH3:3])[CH3:2]. Procedure: The title compound was prepared following similar methods to those described in Preparation 352 starting from (2R,5R)-4-benzyl-5-chloromethyl-2-methyl-piperazine-1-carboxylic acid tert-butyl ester and (R)-3-fluoro-pyrrolidine. MS: [M+H]+=392. Reactants: C(C(=C)C)(=O)OC (methyl methacrylate), C(CCC)NCCCC (dibutylamine), Cl.C(CCC)NCCCC (dibutylamine hydrochloride), (III)-acetylacetonate, C1(O)=CC=C(O)C=C1 (hydroquinone). Yields the product C(CCC)N(C(C(=C)C)=O)CCCC (N,N-dibutylmethacrylic acid amide). Isolated yield 15.0%. Reaction SMILES: [C:1]([O:6]C)(=O)[C:2]([CH3:4])=[CH2:3].[CH2:8]([NH:12][CH2:13][CH2:14][CH2:15][CH3:16])[CH2:9][CH2:10][CH3:11].Cl.C(NCCCC)CCC.C1(C=CC(O)=CC=1)O>>[CH2:8]([N:12]([CH2:13][CH2:14][CH2:15][CH3:16])[C:1](=[O:6])[C:2]([CH3:4])=[CH2:3])[CH2:9][CH2:10][CH3:11] |f:2.3|. Procedure details: 200 g of methyl methacrylate, 129 g of dibutylamine, 8.25 g of dibutylamine hydrochloride, 5 g of Fe-(III)-acetylacetonate, and 0.5 g of hydroquinone were heated for 3 hours at 230° C. in an autoclave (pmax =10 atmospheres). In this way, a 15% yield of N,N-dibutylmethacrylic acid amide form. The selectivity, calculated on the methyl methacrylate reacted, was greater than 80%. Procedure: To a solution of 0.032 g (0.085 mmol) N-methyl--O--(9-phenyl-9H-fluoren-9-yl)-L-serine methyl ester from Step 1 in methanol (1 mL) was added 20% sodium hydroxide (1 mL) and the mixture stirred at room temperature for 1 h. Most of the ethanol was evaporated under vacuo, the residue suspended in water (5 mL) nd extracted with diethyl ether (2×1 mL). The alkaline aqueous phase was acidified with 20% acetic acid by cooling with an ice bath, the white precipitate was filtered, washed with water and d... Product: CN[C@@H](COC1(C2=CC=CC=C2C=2C=CC=CC12)C1=CC=CC=C1)C(=O)O (N-methyl--O--(9-phenyl-9H-fluoren-9-yl)-L-serine). RXN SMILES: C[O:2][C:3](=[O:28])[C@H:4]([CH2:7][O:8][C:9]1([C:22]2[CH:27]=[CH:26][CH:25]=[CH:24][CH:23]=2)[C:21]2[CH:20]=[CH:19][CH:18]=[CH:17][C:16]=2[C:15]2[C:10]1=[CH:11][CH:12]=[CH:13][CH:14]=2)[NH:5][CH3:6].[OH-].[Na+]>CO>[CH3:6][NH:5][C@H:4]([C:3]([OH:28])=[O:2])[CH2:7][O:8][C:9]1([C:22]2[CH:27]=[CH:26][CH:25]=[CH:24][CH:23]=2)[C:21]2[CH:20]=[CH:19][CH:18]=[CH:17][C:16]=2[C:15]2[C:10]1=[CH:11][CH:12]=[CH:13][CH:14]=2 |f:1.2|. Solvent: CO (methanol). Reaction conditions: time 1 hour. Isolated yield 88.4%. Starting materials: COC([C@@H](NC)COC1(C2=CC=CC=C2C=2C=CC=CC12)C1=CC=CC=C1)=O (N-Methyl--O--(9-phenyl-9H-fluoren-9-yl)-L-serine methyl ester), [OH-].[Na+] (sodium hydroxide). Starting materials: CCOc1ccncc1[N+](=O)[O-], CC#N, CCN(C(C)C)C(C)C, Cl, NCC1(c2ccc(OCCCN3CCCC3)cc2)CCOCC1. The product is O=[N+]([O-])c1cnccc1NCC1(c2ccc(OCCCN3CCCC3)cc2)CCOCC1. RXN SMILES: [CH2:34]([O:35][c:37]1[c:38]([N+:43](=[O:44])[O-:45])[cH:39][n:40][cH:41][cH:42]1)[CH3:36].[CH3:46][C:47]#[N:48].[CH:24]([N:25]([CH2:26][CH3:27])[CH:28]([CH3:29])[CH3:30])([CH3:31])[CH3:32].[ClH:33].[N:1]1([CH2:6][CH2:7][CH2:8][O:9][c:10]2[cH:11][cH:12][c:13]([C:16]3([CH2:22][NH2:23])[CH2:17][CH2:18][O:19][CH2:20][CH2:21]3)[cH:14][cH:15]2)[CH2:2][CH2:3][CH2:4][CH2:5]1>>[N:1]1([CH2:6][CH2:7][CH2:8][O:9][c:10]2[cH:11][cH:12][c:13]([C:16]3([CH2:22][NH:23][c:37]4[c:38]([N+:43](=[O:44])[O-:45])[cH:39][n:40][cH:41][cH:42]4)[CH2:17][CH2:18][O:19][CH2:20][CH2:21]3)[cH:14][cH:15]2)[CH2:2][CH2:3][CH2:4][CH2:5]1.